Task: describe an organic reaction: reactants, conditions, products, and yield. Dataset: the Open Reaction Database (ORD), a public repository of structured organic reaction records Starting materials: O=S(=O)(Cl)c1ccc(Br)s1, CCN(C(C)C)C(C)C, O=c1cc(O)c2cc(Cl)ccc2o1, ClCCl. The product is O=c1cc(OS(=O)(=O)c2ccc(Br)s2)c2cc(Cl)ccc2o1. As a reaction SMILES: [Br:23][c:24]1[cH:25][cH:26][c:27]([S:29](=[O:30])(=[O:31])[Cl:32])[s:28]1.[CH:14]([N:15]([CH2:16][CH3:17])[CH:18]([CH3:19])[CH3:20])([CH3:21])[CH3:22].[Cl:1][c:2]1[cH:3][c:4]2[c:5]([OH:13])[cH:6][c:7](=[O:12])[o:8][c:9]2[cH:10][cH:11]1.[Cl:33][CH2:34][Cl:35]>>[Cl:1][c:2]1[cH:3][c:4]2[c:5]([O:13][S:29]([c:27]3[cH:26][cH:25][c:24]([Br:23])[s:28]3)(=[O:30])=[O:31])[cH:6][c:7](=[O:12])[o:8][c:9]2[cH:10][cH:11]1. The reactants are CC(C)C[Al+]CC(C)C, N#CCCc1ccccc1Cl, ClCCl, [H-], CC(N)c1cccc2ccccc12. Yields the product CC(NCCCc1ccccc1Cl)c1cccc2ccccc12. Reaction SMILES: [CH2:13]([Al+:14][CH2:15][CH:16]([CH3:17])[CH3:18])[CH:19]([CH3:20])[CH3:21].[Cl:1][c:2]1[c:3]([CH2:4][CH2:5][C:6]#[N:7])[cH:8][cH:9][cH:10][cH:11]1.[Cl:35][CH2:36][Cl:37].[H-:12].[c:22]1([CH:32]([CH3:33])[NH2:34])[cH:23][cH:24][cH:25][c:26]2[cH:27][cH:28][cH:29][cH:30][c:31]12>>[Cl:1][c:2]1[c:3]([CH2:4][CH2:5][CH2:6][NH:7][CH:32]([c:22]2[cH:23][cH:24][cH:25][c:26]3[cH:27][cH:28][cH:29][cH:30][c:31]23)[CH3:33])[cH:8][cH:9][cH:10][cH:11]1. Reaction SMILES: [Br:1][C:2]1[CH:7]=[CH:6][C:5]([C@@H:8]([NH:10][CH2:11][CH2:12][C:13]([C:15]2[CH:20]=[CH:19][C:18]([F:21])=[CH:17][CH:16]=2)=O)[CH3:9])=[CH:4][CH:3]=1.[CH3:22][C:23]([S@:26]([NH2:28])=[O:27])([CH3:25])[CH3:24]>C1COCC1.[Cl-].[Na+].O>[Br:1][C:2]1[CH:7]=[CH:6][C:5]([C@@H:8]([NH:10][CH2:11][CH2:12][C:13](=[N:28][S@@:26]([C:23]([CH3:25])([CH3:24])[CH3:22])=[O:27])[C:15]2[CH:20]=[CH:19][C:18]([F:21])=[CH:17][CH:16]=2)[CH3:9])=[CH:4][CH:3]=1 |f:3.4.5|. Isolated yield 73.3%. Starting materials: BrC1=CC=C(C=C1)[C@H](C)NCCC(=O)C1=CC=C(C=C1)F ((S)-3-(1-(4-bromophenyl)ethylamino)-1-(4-fluorophenyl)propan-1-one), CC(C)(C)[S@@](=O)N ((R)-2-methylpropane-2-sulfinamide), Ti(OEt)4. Procedure: A mixture of (S)-3-(1-(4-bromophenyl)ethylamino)-1-(4-fluorophenyl)propan-1-one (14.5 g, 0.04 mol), (R)-2-methylpropane-2-sulfinamide (5.5 g, 0.046 mol), and Ti(OEt)4 (18 g, 0.08 mmol) in THF (150 mL) was heated to reflux overnight. The mixture was treated with brine, and the precipitate was filtered. The filtrate was concentrated to give (R)—N-(3-((1S)-1-(4-bromophenyl)ethylamino)-1-(4-fluorophenyl)propylidene)-2-methylpropane-2-sulfinamide (13.3 g, 59%), which was used for the next step withou... Yields the product BrC1=CC=C(C=C1)[C@H](C)NCCC(C1=CC=C(C=C1)F)=N[S@](=O)C(C)(C)C ((R)—N-(3-((1S)-1-(4-bromophenyl)ethylamino)-1-(4-fluorophenyl)propylidene)-2-methylpropane-2-sulfinamide). Run in C1CCOC1 (THF), [Cl-].[Na+].O (brine). Reactants: NC1=CC(NC2=C(C(=CC=C12)OC)OC1CCCC1)=O (4-Amino-8-(cyclopentyloxy)-7-methoxyquinolin-2(1H)-one), [H-].[Na+] (sodium hydride), [H-].[Na+] (sodium hydride), ClC=1C=NC=C(C1Cl)Cl (3,4,5-trichloropyridine), ClC=1C=NC=C(C1Cl)Cl (3,4,5-trichloropyridine), OP(=O)(O)[O-].[K+] (KH2PO4). Solvent: CS(=O)C (DMSO). Run at time 5 minute. The product is C1(CCCC1)OC=1C(=CC=C2C(=CC(NC12)=O)NC1=C(C=NC=C1Cl)Cl)OC (8-(cyclopentyloxy)-4-(3,5-dichloropyridin-4-ylamino)-7-methoxyquinolin-2(1H)-one). RXN SMILES: [NH2:1][C:2]1[C:11]2[C:6](=[C:7]([O:14][CH:15]3[CH2:19][CH2:18][CH2:17][CH2:16]3)[C:8]([O:12][CH3:13])=[CH:9][CH:10]=2)[NH:5][C:4](=[O:20])[CH:3]=1.[H-].[Na+].[Cl:23][C:24]1[CH:25]=[N:26][CH:27]=[C:28]([Cl:31])[C:29]=1Cl.OP([O-])(O)=O.[K+]>CS(C)=O>[CH:15]1([O:14][C:7]2[C:8]([O:12][CH3:13])=[CH:9][CH:10]=[C:11]3[C:6]=2[NH:5][C:4](=[O:20])[CH:3]=[C:2]3[NH:1][C:29]2[C:28]([Cl:31])=[CH:27][N:26]=[CH:25][C:24]=2[Cl:23])[CH2:19][CH2:18][CH2:17][CH2:16]1 |f:1.2,4.5|. Reported procedure: 4-Amino-8-(cyclopentyloxy)-7-methoxyquinolin-2(1H)-one (340 mg, 1.24 mmol) was added in 3 portions over 5 min to a mixture of sodium hydride (110 mg, 60%, 2.75 mmol) and DMSO (4 mL) at rt under N2. After 5 min, 3,4,5-trichloropyridine (271 mg, 1.49 mmol) was added. After 19 h, more sodium hydride (100 mg, 60%, 2.5 mmol) was added followed by more 3,4,5-trichloropyridine (250 mg, 1.37 mmol). After an additional 4 h, the reaction was poured into 1M KH2PO4 (75 mL) and stirred for 5 min. The solids ... Starting materials: C(CC)(=O)N1C(O[C@@H]([C@H]1CF)C1=CC=C(C=C1)S(=O)(=O)C)(C)C ((4S,5R)-3-propionyl-2,2-dimethyl-4-fluoromethyl-5-[4-(methylsulfonyl)phenyl]-1,3-oxazolidine), C(CC)(=O)N1C(O[C@@H]([C@H]1CF)C1=CC=C(C=C1)S(=O)(=O)C)(C)C ((4S,5R)-3-propionyl-2,2-dimethyl-4-fluoromethyl-5-[4-(methylsulfonyl)phenyl]-1,3-oxazolidine), [OH-].[Na+] (sodium hydroxide), Cl (hydrochloric acid). The solvent is C(Cl)Cl (Methylene chloride), C(Cl)Cl (methylene chloride), O (water). Conditions: temperature 95 celsius. Product: CS(=O)(=O)C1=CC=C(C=C1)[C@H]([C@@H](CF)N)O ((1R,2S)-1-[4-(methylsulfonyl)phenyl]-2-amino-3-fluoro-1-propanol). Reaction SMILES: C([N:5]1[C@H:9]([CH2:10][F:11])[C@@H:8]([C:12]2[CH:17]=[CH:16][C:15]([S:18]([CH3:21])(=[O:20])=[O:19])=[CH:14][CH:13]=2)[O:7]C1(C)C)(=O)CC.Cl.[OH-].[Na+]>C(Cl)Cl.O>[CH3:21][S:18]([C:15]1[CH:14]=[CH:13][C:12]([C@@H:8]([OH:7])[C@H:9]([NH2:5])[CH2:10][F:11])=[CH:17][CH:16]=1)(=[O:20])=[O:19] |f:2.3|. Procedure details: Methylene chloride (450 mL) distills from a solution of (4S,5R)-3-propionyl-2,2-dimethyl-4-fluoromethyl-5-[4-(methylsulfonyl)phenyl]-1,3-oxazolidine (Compound IX: R1 is methylsulfonyl, R2 and R3 are methyl and R4 is ethyl) (50.0 g, 0.1456 moles) after addition of water (300 mL) containing 20% hydrochloric acid and heating to 90-100° C. for 2-4 hours. Adjusting the pH to greater than 12 by addition of sodium hydroxide and extraction with methylene chloride (350 mL) yields a solution of (1R,2S)-1-...